This data is from the Open Reaction Database (ORD), a public repository of structured organic reaction records. The task is: describe an organic reaction: reactants, conditions, products, and yield Reactants: FC=1C=C(C=CC1)C1=CCN2C(NC(C=3C=NN1C32)=O)=S (8-(3-fluorophenyl)-4,5-dihydro-5-thioxo-3H,6H-1,4,5a,8a-tetraazaacenaphthylen-3one), [OH-].[Na+] (sodium hydroxide), NCCCN1C=NC=C1 (N(3-aminopropyl)imidazole), OO (hydrogen peroxide). The solvent is CN(C=O)C (N,N-dimethylformamide), O (water), C(Cl)(Cl)Cl (chloroform). Reaction conditions: temperature 0 celsius, time 30 minute. Yields the product FC=1C=C(C=CC1)C1=CCN2C(=NC(C=3C=NN1C32)=O)NCCCN3C=NC=C3 (8-(3-Fluorophenyl)-5-[[3-(1H-imidazol-1-yl)propyl]amino]-3H,6H-1,4,5a,8a-tetraazaacenaphthylen-3-one). As a reaction SMILES: [F:1][C:2]1[CH:3]=[C:4]([C:8]2[N:18]3[C:19]4[N:11]([C:12](=S)[NH:13][C:14](=[O:20])[C:15]=4[CH:16]=[N:17]3)[CH2:10][CH:9]=2)[CH:5]=[CH:6][CH:7]=1.[OH-].[Na+].OO.[NH2:26][CH2:27][CH2:28][CH2:29][N:30]1[CH:34]=[CH:33][N:32]=[CH:31]1>CN(C)C=O.C(Cl)(Cl)Cl.O>[F:1][C:2]1[CH:3]=[C:4]([C:8]2[N:18]3[C:19]4[N:11]([C:12]([NH:26][CH2:27][CH2:28][CH2:29][N:30]5[CH:34]=[CH:33][N:32]=[CH:31]5)=[N:13][C:14](=[O:20])[C:15]=4[CH:16]=[N:17]3)[CH2:10][CH:9]=2)[CH:5]=[CH:6][CH:7]=1 |f:1.2|. Procedure details: To a stirred solution of 10.0 g of 8-(3-fluorophenyl)-4,5-dihydro-5-thioxo-3H,6H-1,4,5a,8a-tetraazaacenaphthylen-3one in 300 ml of N,N-dimethylformamide was added 18.75 ml of 1N sodium hydroxide. The reaction mixture was cooled to 0° C. in an ice bath for 30 minutes, then 6.25 ml of 30% hydrogen peroxide was added to the mixture dropwise. The mixture was stirred at 0° C. for one hour and 30 minutes then 12.5 ml of N(3-aminopropyl)imidazole was added in one portion. The mixture was allowed to war... The reactants are CC(=O)OC(C)=O, COC(=O)c1sccc1N, O=CO. The product is COC(=O)c1sccc1NC=O. As a reaction SMILES: [CH3:1][C:2](=[O:3])[O:4][C:5](=[O:6])[CH3:7].[CH3:8][O:9][C:10](=[O:11])[c:12]1[s:13][cH:14][cH:15][c:16]1[NH2:17].[CH:18]([OH:19])=[O:20]>>[CH:2](=[O:3])[NH:17][c:16]1[c:12]([C:10]([O:9][CH3:8])=[O:11])[s:13][cH:14][cH:15]1. Starting materials: B, CC(C)(C)OC(=O)N1CCC(C(=O)O)CC1, C1CCOC1, CO. The product is CC(C)(C)OC(=O)N1CCC(CO)CC1. RXN SMILES: [BH3:17].[C:1]([CH3:2])([CH3:3])([CH3:4])[O:5][C:6](=[O:7])[N:8]1[CH2:9][CH2:10][CH:11]([C:12](=[O:13])[OH:14])[CH2:15][CH2:16]1.[CH2:20]1[O:21][CH2:22][CH2:23][CH2:24]1.[CH3:18][OH:19]>>[C:1]([CH3:2])([CH3:3])([CH3:4])[O:5][C:6](=[O:7])[N:8]1[CH2:9][CH2:10][CH:11]([CH2:12][OH:13])[CH2:15][CH2:16]1. Starting materials: COC1=CC=CC2=C1NC(OC2=O)=O (8-methoxy-1H-benzo[d][1,3]oxazine-2,4-dione), BrC1=CC=C(N)C=C1 (4-bromoaniline). The solvent is CN(C)C=O (DMF). Product: NC1=C(C(=O)NC2=CC=C(C=C2)Br)C=CC=C1OC (2-amino-N-(4-bromo-phenyl)-3-methoxy-benzamide). RXN SMILES: [CH3:1][O:2][C:3]1[C:8]2[NH:9]C(=O)O[C:12](=[O:13])[C:7]=2[CH:6]=[CH:5][CH:4]=1.[Br:15][C:16]1[CH:22]=[CH:21][C:19]([NH2:20])=[CH:18][CH:17]=1>CN(C=O)C>[NH2:9][C:8]1[C:3]([O:2][CH3:1])=[CH:4][CH:5]=[CH:6][C:7]=1[C:12]([NH:20][C:19]1[CH:21]=[CH:22][C:16]([Br:15])=[CH:17][CH:18]=1)=[O:13]. Procedure details: A solution of 8-methoxy-1H-benzo[d][1,3]oxazine-2,4-dione (1.50 g, 7.70 mmol) and 4-bromoaniline (1.40 g, 8.10 mmol) in anhydrous DMF (10 mL) was stirred at 115° C. for 16 hours under nitrogen. DMF was removed and the residue was mixed with water (100 mL) and ethyl acetate (150 mL). The organic phase was separated and washed with brine (50 mL). The solvent was removed and the residue was purified by column chromatography (SiO2, hexane/ethyl acetate=1:1) to give 2-amino-N-(4-bromo-phenyl)-3-metho...